This data is from the Open Reaction Database (ORD), a public repository of structured organic reaction records. The task is: describe an organic reaction: reactants, conditions, products, and yield The reactants are C(C)(=O)C1=C(OC(CCC(=O)OCC)C2=C(C=CC=C2)C)C=C(C=C1)OCC1=CSC=C1 (ethyl (RS)-4-[2-acetyl-5-(3-thienylmethoxy)phenoxy]-4-(2-methylphenyl)-butanoate), N1=C(C=CC=C1)C=O (pyridine-2-carboxaldehyde), [OH-].[Na+] (sodium hydroxide), Cl (hydrochloric acid). The solvent is C(C)O (ethanol), O (water). Reaction conditions: temperature 25 celsius, time 90 minute. The product is CC1=C(C=CC=C1)C(CCC(=O)O)OC1=C(C=CC(=C1)OCC1=CSC=C1)C(\C=C\C1=NC=CC=C1)=O ((E)-(RS)-4-(2-methylphenyl)-4-[2-{3-(2-pyridyl) prop-2-enoyl}-5-(3-thienylmethoxy)phenoxy]butanoic acid). The yield is 38.8%. As a reaction SMILES: [C:1]([C:4]1[CH:25]=[CH:24][C:23]([O:26][CH2:27][C:28]2[CH:32]=[CH:31][S:30][CH:29]=2)=[CH:22][C:5]=1[O:6][CH:7]([C:15]1[CH:20]=[CH:19][CH:18]=[CH:17][C:16]=1[CH3:21])[CH2:8][CH2:9][C:10]([O:12]CC)=[O:11])(=[O:3])[CH3:2].[N:33]1[CH:38]=[CH:37][CH:36]=[CH:35][C:34]=1[CH:39]=O.[OH-].[Na+].Cl>C(O)C.O>[CH3:21][C:16]1[CH:17]=[CH:18][CH:19]=[CH:20][C:15]=1[CH:7]([O:6][C:5]1[CH:22]=[C:23]([O:26][CH2:27][C:28]2[CH:32]=[CH:31][S:30][CH:29]=2)[CH:24]=[CH:25][C:4]=1[C:1](=[O:3])/[CH:2]=[CH:39]/[C:34]1[CH:35]=[CH:36][CH:37]=[CH:38][N:33]=1)[CH2:8][CH2:9][C:10]([OH:12])=[O:11] |f:2.3|. Procedure details: A solution of ethyl (RS)-4-[2-acetyl-5-(3-thienylmethoxy)phenoxy]-4-(2-methylphenyl)-butanoate (0.5 g) in ethanol (5 mL) is treated with pyridine-2-carboxaldehyde (0.12 g) and aqueous sodium hydroxide solution (0.95 g; 33% w/w) and stirred at 25° C. for 90 minutes. The solution is diluted with water and then brought to pH 7 by treatment with hydrochloric acid (2 M), forming a yellow gum. This gum is extracted with ethyl acetate, and the extract is washed with water, dried and evaporated. The res...